From a dataset of the Open Reaction Database (ORD), a public repository of structured organic reaction records. describe an organic reaction: reactants, conditions, products, and yield The reactants are C(C1=CC=CC=C1)C1(CCN(CC1)CCOC1=CC=C(C=C1)OCC1=CC=CC=C1)O (4-Benzyl-1-[2-(4-benzyloxy-phenoxy)-ethyl]-piperidin-4-ol), Cl (HCl). The solvent is CO (MeOH), C(C)(=O)OCC (ethyl acetate), [Pd] (Pd). The product is Cl.C(C1=CC=CC=C1)C1(CCN(CC1)CCOC1=CC=C(C=C1)O)O (4-benzyl-1-[2-(4-hydroxy-phenoxy)-ethyl]-piperidin-4-ol hydrochloride). The yield is 72.0%. As a reaction SMILES: [CH2:1]([C:8]1([OH:31])[CH2:13][CH2:12][N:11]([CH2:14][CH2:15][O:16][C:17]2[CH:22]=[CH:21][C:20]([O:23]CC3C=CC=CC=3)=[CH:19][CH:18]=2)[CH2:10][CH2:9]1)[C:2]1[CH:7]=[CH:6][CH:5]=[CH:4][CH:3]=1.[ClH:32]>CO.C(OCC)(=O)C.[Pd]>[ClH:32].[CH2:1]([C:8]1([OH:31])[CH2:9][CH2:10][N:11]([CH2:14][CH2:15][O:16][C:17]2[CH:22]=[CH:21][C:20]([OH:23])=[CH:19][CH:18]=2)[CH2:12][CH2:13]1)[C:2]1[CH:7]=[CH:6][CH:5]=[CH:4][CH:3]=1 |f:5.6|. Procedure details: 4-Benzyl-1-[2-(4-benzyloxy-phenoxy)-ethyl]-piperidin-4-ol (1.35 g, 3.2 mmol) was dissolved in a mixture of MeOH (75 ml) and ethyl acetate (75 ml) and hydrogenated in the presence of Pd on C at room temperature and atmospheric pressure. After filtration and evaporation of the solvent, the residue was dissolved in ethanol (2 mnl) and ethyl acetate (10 ml). 1.1 equivalent of ethanolic HCl were added to give 4-benzyl-1-[2-(4-hydroxy-phenoxy)-ethyl]-piperidin-4-ol hydrochloride (0.85 g, 72%) as color... Run at temperature 0 celsius. RXN SMILES: O.[C:2]([CH2:5][NH:6][C:7]1[CH:12]=[C:11]([N+:13]([O-])=O)[CH:10]=[CH:9][C:8]=1[O:16][CH3:17])(=[O:4])[NH2:3]>[Fe].C(O)(=O)C>[C:2]([CH2:5][NH:6][C:7]1[CH:12]=[C:11]([NH2:13])[CH:10]=[CH:9][C:8]=1[O:16][CH3:17])(=[O:4])[NH2:3]. Procedure: Into 180 ml of water one adds 45 g of powdered iron and 15 ml of acetic acid. One brings this mixture under agitation to a temperature of 85° C. then one adds, little by little, 0.2 mol (45 g) of 2-carbamylmethylamino-4-nitro anisole. One maintains the reaction mixture for 10 minutes at 90° C. One adds soda to obtain a pH of 7.5, and then filters it hot. The filtrate is cooled to a temperature of 0° C. The expected product which precipitates is drained, washed with very little water, dried, recr... The reagents and catalysts are [Fe] (iron). Yields the product C(N)(=O)CNC1=C(C=CC(=C1)N)OC (2-carbamylmethylamino-4-amino anisole). Run in C(C)(=O)O (acetic acid). Reactants: O (water), C(N)(=O)CNC1=C(C=CC(=C1)[N+](=O)[O-])OC (2-carbamylmethylamino-4-nitro anisole). Reactants: C[Mg+].[Br-] (MeMgBr), CCOCC (Et2O), C1(=C(C(=CC(=C1)C)C)CC=O)C (Mesitylacetaldehyde). Solvent: C1CCOC1 (THF). Reaction conditions: time 4.5 hour. The product is C1(=C(C(=CC(=C1)C)C)CC(C)O)C (1-Mesitylpropan-2-ol). The yield is 68.3%. Reaction SMILES: [C:1]1([CH3:12])[CH:6]=[C:5]([CH3:7])[CH:4]=[C:3]([CH3:8])[C:2]=1[CH2:9][CH:10]=[O:11].C[Mg+].[Br-].[CH3:16]COCC>C1COCC1>[C:3]1([CH3:8])[CH:4]=[C:5]([CH3:7])[CH:6]=[C:1]([CH3:12])[C:2]=1[CH2:9][CH:10]([OH:11])[CH3:16] |f:1.2|. Procedure details: Mesitylacetaldehyde (0.68 g, 4.19 mmol) was dissolved in THF (5.0 mL, dry) and MeMgBr in Et2O (3.0M, 0.75 g, 6.29 mmol)) was added slowly at 0° C. The cooling bath was removed and the reaction mixture was stirred at rt for 4.5 h. The mixture was cooled to 0° C. and excess Grignard reagent was hydrolyzed with HCl (1N). The mixture was diluted with water and extracted with Et2O. The organic layer was dried over Na2SO4, evaporated and the residue was purified by column chromatography on silica gel ... Starting materials: C(Cl)(Cl)Cl (chloroform), carboxylic acid, piperidinomethyl polystyrene resin, C(C)(C)(C)C1=CC(=C(C(=O)NC2=C(C(=O)NC3=NC=C(C=C3)Cl)C=CC=C2)C=C1)OC1CCNCC1 (2-[4-(tert-butyl)-2-(piperidin-4-yloxy)benzoylamino]-N-(5-chloropyrdin-2-yl)benzamide), N=C=N (carbodiimide), hydrochloride salts. Solvent: C(C)(C)(C)O (tert-butyl alcohol). Conditions: time 8 hour. The product is amide, ClC=1C=CC(=NC1)NC(C1=CC=CC=C1)=O (N-(5-chloropyridin-2-yl)benzamide). Reaction SMILES: C(C1C=CC(C(N[C:12]2[CH:27]=[CH:26][CH:25]=[CH:24][C:13]=2[C:14]([NH:16][C:17]2[CH:22]=[CH:21][C:20]([Cl:23])=[CH:19][N:18]=2)=[O:15])=O)=C(OC2CCNCC2)C=1)(C)(C)C.N=C=N.C(Cl)(Cl)Cl>C(O)(C)(C)C>[Cl:23][C:20]1[CH:21]=[CH:22][C:17]([NH:16][C:14](=[O:15])[C:13]2[CH:24]=[CH:25][CH:26]=[CH:27][CH:12]=2)=[N:18][CH:19]=1. Procedure: To 2-[4-(tert-butyl)-2-(piperidin-4-yloxy)benzoylamino]-N-(5-chloropyrdin-2-yl)benzamide (30 mg, 59 pmnol) in a 4 mL screw cap vial is added polymer-supported carbodiimide (P-EPC, 280 mg @0.85 mmol/g, 4 eq) and a carboxylic acid of choice (120 micromoles, 2 eq), followed by 3 mL of 4:1 (amylene stabilized) chloroform:tert-butyl alcohol. Where acid hydrochloride salts are used, piperidinomethyl polystyrene resin (100 mg @2.6-2.8 mmol/g) is added to effect reaction. The vial is capped, shaken over... The reactants are F[B-](F)(F)F, CC(C)N(CC(C(=O)O)c1ccc(Cl)cc1)C(=O)OC(C)(C)C, CCN(C(C)C)C(C)C, ClCCl, Cl, Cl, OCCOc1n[nH]c2nccc(N3CCNCC3)c12, CN(C)C(On1nnc2ccccc21)=[N+](C)C. Product: CC(C)N(CC(C(=O)N1CCN(c2ccnc3[nH]nc(OCCO)c23)CC1)c1ccc(Cl)cc1)C(=O)OC(C)(C)C. Reaction SMILES: [B-:54]([F:55])([F:56])([F:57])[F:58].[C:31]([CH3:32])([CH3:33])([CH3:34])[O:35][C:36](=[O:37])[N:38]([CH2:39][CH:40]([C:41](=[O:42])[OH:43])[c:44]1[cH:45][cH:46][c:47]([Cl:50])[cH:48][cH:49]1)[CH:51]([CH3:52])[CH3:53].[CH:1]([N:2]([CH2:3][CH3:4])[CH:5]([CH3:6])[CH3:7])([CH3:8])[CH3:9].[Cl:76][CH2:77][Cl:78].[ClH:10].[ClH:11].[N:12]1([c:18]2[c:19]3[c:20]([n:21][cH:22][cH:23]2)[nH:24][n:25][c:26]3[O:27][CH2:28][CH2:29][OH:30])[CH2:13][CH2:14][NH:15][CH2:16][CH2:17]1.[n:59]1([O:60][C:61]([N:62]([CH3:63])[CH3:64])=[N+:65]([CH3:66])[CH3:67])[c:68]2[cH:69][cH:70][cH:71][cH:72][c:73]2[n:74][n:75]1>>[N:12]1([c:18]2[c:19]3[c:20]([n:21][cH:22][cH:23]2)[nH:24][n:25][c:26]3[O:27][CH2:28][CH2:29][OH:30])[CH2:13][CH2:14][N:15]([C:41]([CH:40]([CH2:39][N:38]([C:36]([O:35][C:31]([CH3:32])([CH3:33])[CH3:34])=[O:37])[CH:51]([CH3:52])[CH3:53])[c:44]2[cH:45][cH:46][c:47]([Cl:50])[cH:48][cH:49]2)=[O:42])[CH2:16][CH2:17]1.